This data is from the Open Reaction Database (ORD), a public repository of structured organic reaction records. The task is: describe an organic reaction: reactants, conditions, products, and yield The reactants are COC(CCC\C=C/C[C@H]1C(C[C@H]([C@@H]1\C=C\[C@H](C(CCCC)(C)C)OC(C)=O)C)=O)=O ((5Z,11alpha,13E,15R)-15-acetyloxy-11,16,16-trimethyl-9-oxoprosta-5,13-dien-1-oic acid methyl ester), [OH-].[Na+] (NaOH), Cl (HCl). The solvent is CO (methanol). Run at time 20 hour. Yields the product O[C@H](/C=C/[C@H]1[C@@H](CC([C@@H]1C\C=C/CCCC(=O)O)=O)C)C(CCCC)(C)C ((5Z,11alpha,13E,15R)-15-hydroxy-11,16,16-trimethyl-9-oxoprosta5,13-dien-1-oic acid). Reaction SMILES: C[O:2][C:3](=[O:31])[CH2:4][CH2:5][CH2:6]/[CH:7]=[CH:8]\[CH2:9][C@@H:10]1[C@@H:14](/[CH:15]=[CH:16]/[C@@H:17]([O:25]C(=O)C)[C:18]([CH3:24])([CH3:23])[CH2:19][CH2:20][CH2:21][CH3:22])[C@H:13]([CH3:29])[CH2:12][C:11]1=[O:30].[OH-].[Na+].Cl>CO>[OH:25][C@@H:17]([C:18]([CH3:23])([CH3:24])[CH2:19][CH2:20][CH2:21][CH3:22])/[CH:16]=[CH:15]/[C@@H:14]1[C@@H:10]([CH2:9]/[CH:8]=[CH:7]\[CH2:6][CH2:5][CH2:4][C:3]([OH:31])=[O:2])[C:11](=[O:30])[CH2:12][C@H:13]1[CH3:29] |f:1.2|. Reported procedure: A solution of optically active (5Z,11alpha,13E,15R)-15-acetyloxy-11,16,16-trimethyl-9-oxoprosta-5,13-dien-1-oic acid methyl ester (3.2 g) in methanol (32 mL) was treated with 4N NaOH (6.4 mL) and stirred under argon for 20 hours. The solution was acidified with 2N HCl and the product recovered by ethyl acetate extraction. There was thus obtained 3.0 g (>100%) of crude optically active (5Z,11alpha,13E,15R)-15-hydroxy-11,16,16-trimethy-9-oxoprosta-5,13-dien-1-oic acid as a yellow oil. Reaction SMILES: CC(OI1(OC(C)=O)(OC(C)=O)OC(=O)C2C=CC=CC1=2)=O.[CH3:23][O:24][C:25]1[CH:45]=[CH:44][C:28]([CH2:29][O:30][C:31]2[C:36]([N:37]3[CH2:42][CH2:41][CH:40]([OH:43])[CH2:39][CH2:38]3)=[CH:35][CH:34]=[CH:33][N:32]=2)=[CH:27][CH:26]=1>ClCCl>[CH3:23][O:24][C:25]1[CH:26]=[CH:27][C:28]([CH2:29][O:30][C:31]2[C:36]([N:37]3[CH2:42][CH2:41][C:40](=[O:43])[CH2:39][CH2:38]3)=[CH:35][CH:34]=[CH:33][N:32]=2)=[CH:44][CH:45]=1. The product is COC1=CC=C(COC2=NC=CC=C2N2CCC(CC2)=O)C=C1 (2′-(4-Methoxybenzyloxy)-2,3,5,6-tetrahydro[1,3′]bipyridinyl-4-one), oil. Reaction conditions: time 1 hour. The solvent is ClCCl (dichloromethane), ClCCl (dichloromethane). Procedure: A stirred solution of Dess-Martin periodinane (9.19 g, 21.67 mmol) in dichloromethane (95 ml) at room temperature was treated with a solution of 2′-(4-Methoxybenzyloxy)-3,4,5,6-tetrahydro-2H-[1,3′]bipyridinyl-4-ol (5.68 g, 18.06 mmol) in dichloromethane (60 ml) and the reaction mixture was stirred at room temperature (a mild exotherm was observed). After 1 hour, the reaction mixture was washed with sat'd Na2S2O3(aq.), sat'd NaHCO3(aq.), sat'd NaCl(aq.), dried over MgSO4, filtered, and concentrat... Reactants: CC(=O)OI1(C=2C=CC=CC2C(=O)O1)(OC(=O)C)OC(=O)C (Dess-Martin periodinane), COC1=CC=C(COC2=NC=CC=C2N2CCC(CC2)O)C=C1 (2′-(4-Methoxybenzyloxy)-3,4,5,6-tetrahydro-2H-[1,3′]bipyridinyl-4-ol). Yield: 71.0%. The reactants are CC(C)(c1cc(-c2cccc(-c3ccc(OCc4ccccc4)nc3)c2)c2ncccc2c1)S(C)(=O)=O, ClCCl, O=C(O)C(F)(F)F. Yields the product CC(C)(c1cc(-c2cccc(-c3ccc(=O)[nH]c3)c2)c2ncccc2c1)S(C)(=O)=O. RXN SMILES: [CH2:1]([c:2]1[cH:3][cH:4][cH:5][cH:6][cH:7]1)[O:8][c:9]1[cH:10][cH:11][c:12](-[c:15]2[cH:16][c:17](-[c:21]3[cH:22][c:23]([C:31]([CH3:32])([CH3:33])[S:34](=[O:35])(=[O:36])[CH3:37])[cH:24][c:25]4[cH:26][cH:27][cH:28][n:29][c:30]34)[cH:18][cH:19][cH:20]2)[cH:13][n:14]1.[Cl:45][CH2:46][Cl:47].[F:38][C:39]([F:40])([F:41])[C:42]([OH:43])=[O:44]>>[O:8]=[c:9]1[cH:10][cH:11][c:12](-[c:15]2[cH:16][c:17](-[c:21]3[cH:22][c:23]([C:31]([CH3:32])([CH3:33])[S:34](=[O:35])(=[O:36])[CH3:37])[cH:24][c:25]4[cH:26][cH:27][cH:28][n:29][c:30]34)[cH:18][cH:19][cH:20]2)[cH:13][nH:14]1. Reactants: C([O-])([O-])=O.[Cs+].[Cs+] (cesium carbonate), BrC=1C=C(C(=O)O)C=CC1C(=O)N1CCCC1 (3-bromo-4-(pyrrolidin-1-ylcarbonyl)benzoic acid), IC (iodomethane). Run in CN(C=O)C (N,N-dimethylformamide). Yields the product BrC=1C=C(C(=O)OC)C=CC1C(=O)N1CCCC1 (methyl 3-bromo-4-(pyrrolidin-1-ylcarbonyl)benzoate). RXN SMILES: [Br:1][C:2]1[CH:3]=[C:4]([CH:8]=[CH:9][C:10]=1[C:11]([N:13]1[CH2:17][CH2:16][CH2:15][CH2:14]1)=[O:12])[C:5]([OH:7])=[O:6].[C:18](=O)([O-])[O-].[Cs+].[Cs+].IC>CN(C)C=O>[Br:1][C:2]1[CH:3]=[C:4]([CH:8]=[CH:9][C:10]=1[C:11]([N:13]1[CH2:17][CH2:16][CH2:15][CH2:14]1)=[O:12])[C:5]([O:7][CH3:18])=[O:6] |f:1.2.3|. Reported procedure: 20 g (67.1 mmol) of 3-bromo-4-(pyrrolidin-1-ylcarbonyl)benzoic acid is dissolved in 400 mL of N,N-dimethylformamide and combined with 21.9 g (67.1 mmol) cesium carbonate with stirring. Then 4.21 mL (67.1 mmol) of iodomethane is slowly added dropwise at ambient temperature and the mixture is stirred for 16 hours at ambient temperature. After the solid constituents have been removed by filtration with suction, volatile constituents are removed in vacuo. Yield: 20.94 g (75%); Rf value: 0.42 (silica... Reactants: BrC1=C(C=C(C=C1)SCCCCOC=1C=C2CCC(NC2=CC1)=O)C (6-[4-(4-bromo-3-methyl-phenylmercapto)-butoxy]-3,4-dihydro-carbostyril), OO (hydrogen peroxide). Yields the product BrC1=C(C=C(C=C1)S(=O)CCCCOC=1C=C2CCC(NC2=CC1)=O)C (6-[4-(4-Bromo-3-methyl-phenylsulfinyl)-butoxy]-3,4-dihydro-carbostyril). Reaction SMILES: [Br:1][C:2]1[CH:7]=[CH:6][C:5]([S:8][CH2:9][CH2:10][CH2:11][CH2:12][O:13][C:14]2[CH:15]=[C:16]3[C:21](=[CH:22][CH:23]=2)[NH:20][C:19](=[O:24])[CH2:18][CH2:17]3)=[CH:4][C:3]=1[CH3:25].[OH:26]O>>[Br:1][C:2]1[CH:7]=[CH:6][C:5]([S:8]([CH2:9][CH2:10][CH2:11][CH2:12][O:13][C:14]2[CH:15]=[C:16]3[C:21](=[CH:22][CH:23]=2)[NH:20][C:19](=[O:24])[CH2:18][CH2:17]3)=[O:26])=[CH:4][C:3]=1[CH3:25]. Reported procedure: Prepared analogous to Example 123 from 6-[4-(4-bromo-3-methyl-phenylmercapto)-butoxy]-3,4-dihydro-carbostyril and hydrogen peroxide. The reactants are CC(C)=CCC\C(\C)=C\CO (geraniol), C(\C=C\C)=O (crotonaldehyde), C(C)(=O)OC(C)(C)C (t-butyl acetate), 250. Product: 85, CC(=CCCC=CC=O)CCC=C(C)C (7.11-dimethyldodeca-2,6,10-trien-1-al). Yield: 78.0%. As a reaction SMILES: [CH3:1][C:2](=[CH:4][CH2:5][CH2:6]/[C:7](=[CH:9]/[CH2:10]O)/[CH3:8])[CH3:3].[CH:12](=[O:16])/[CH:13]=[CH:14]/[CH3:15].C(OC(C)(C)C)(=O)C>>[CH3:8][C:7]([CH2:6][CH2:5][CH:4]=[C:2]([CH3:1])[CH3:3])=[CH:9][CH2:10][CH2:15][CH:14]=[CH:13][CH:12]=[O:16]. Procedure: 110 parts of geraniol, 50 parts of crotonaldehyde and 3.2 parts of t-butyl acetate are heated for six hours at 30 atmospheres pressure and at 150° C in an agitated autoclave having a capacity of 250 parts by volume. Working up gives 85 parts of 7.11-dimethyldodeca-2,6,10-trien-1-al having a boiling point of 93° to 96° C at 0.2 mm. The yield is 78% of theory at a conversion of 74% (based on crotonaldehyde). Starting materials: O=C=Nc1cccc(Cl)c1, NCCCN1Cc2ccccc2CC1Cc1ccc(F)cc1. Product: O=C(NCCCN1Cc2ccccc2CC1Cc1ccc(F)cc1)Nc1cccc(Cl)c1. Reaction SMILES: [Cl:23][c:24]1[cH:25][c:26]([N:30]=[C:31]=[O:32])[cH:27][cH:28][cH:29]1.[F:1][c:2]1[cH:3][cH:4][c:5]([CH2:6][CH:7]2[N:8]([CH2:17][CH2:18][CH2:19][NH2:20])[CH2:9][c:10]3[cH:11][cH:12][cH:13][cH:14][c:15]3[CH2:16]2)[cH:21][cH:22]1>>[F:1][c:2]1[cH:3][cH:4][c:5]([CH2:6][CH:7]2[N:8]([CH2:17][CH2:18][CH2:19][NH:20][C:31]([NH:30][c:26]3[cH:25][c:24]([Cl:23])[cH:29][cH:28][cH:27]3)=[O:32])[CH2:9][c:10]3[cH:11][cH:12][cH:13][cH:14][c:15]3[CH2:16]2)[cH:21][cH:22]1. Procedure: A solution of 4-(4-Bromo-phenyl)-4-(4-hydroxy-phenyl)piperidine-1-carboxylic acid tert-butyl ester (100 mg, 0.23 mmol), 2-bromoethyl methylether (200 ul) and potassium carbonate (64 mg, 0.46 mmol) in dimethylformamide (2 ml) was heated in a CEM Explorer™ microwave to 50° C. for 30 minutes using 50 watts power. The reaction was poured into sodium hydroxide (2N, 4 ml), stirred for 5 minutes then extracted into ethyl acetate (2×30 ml). The combined organic liquors were dried (MgSO4), concentrated a... Run at time 5 minute. Yields the product C(C)(C)(C)OC(=O)N1CCC(CC1)(C1=CC=C(C=C1)OCCOC)C1=CC=C(C=C1)Br (4-(4-Bromo-phenyl)-4-[4-(2-methoxy-ethoxy)-phenyl]-piperidine-1-carboxylic acid tert-butyl ester). RXN SMILES: [C:1]([O:5][C:6]([N:8]1[CH2:13][CH2:12][C:11]([C:21]2[CH:26]=[CH:25][C:24]([Br:27])=[CH:23][CH:22]=2)([C:14]2[CH:19]=[CH:18][C:17]([OH:20])=[CH:16][CH:15]=2)[CH2:10][CH2:9]1)=[O:7])([CH3:4])([CH3:3])[CH3:2].Br[CH2:29][CH2:30][O:31][CH3:32].C(=O)([O-])[O-].[K+].[K+].[OH-].[Na+]>CN(C)C=O>[C:1]([O:5][C:6]([N:8]1[CH2:9][CH2:10][C:11]([C:21]2[CH:26]=[CH:25][C:24]([Br:27])=[CH:23][CH:22]=2)([C:14]2[CH:19]=[CH:18][C:17]([O:20][CH2:29][CH2:30][O:31][CH3:32])=[CH:16][CH:15]=2)[CH2:12][CH2:13]1)=[O:7])([CH3:4])([CH3:2])[CH3:3] |f:2.3.4,5.6|. Run in CN(C=O)C (dimethylformamide). The reactants are [OH-].[Na+] (sodium hydroxide), C(C)(C)(C)OC(=O)N1CCC(CC1)(C1=CC=C(C=C1)O)C1=CC=C(C=C1)Br (4-(4-Bromo-phenyl)-4-(4-hydroxy-phenyl)piperidine-1-carboxylic acid tert-butyl ester), BrCCOC (2-bromoethyl methylether), C([O-])([O-])=O.[K+].[K+] (potassium carbonate). Reactants: 200, C(C=C)(=O)OCCCC (n-butyl acrylate), C(C=C)(=O)O (acrylic acid), C1=CC=CC=C1C(=O)OOC(C)(C)C (t-butyl perbenzoate), C1=CC=CC=C1C(=O)OOC(C)(C)C (t-butyl perbenzoate), fatty acids, C(C(=C)C)(=O)OCC(C)C (isobutyl methacrylate), C(C(=C)C)(=O)OCCCC (n-butyl methacrylate), methacryloxyethyl esters. The solvent is CCCCOCCO (butyl Cellosolve), C(C)(C)O (isopropanol), CCCCOCCO (butyl Cellosolve), CCCCOCCO (butyl Cellosolve). Reaction conditions: temperature 100 celsius, time 15 minute. The product is CC(=C)C(=O)OC1C[C@H]2CC[C@@]1(C2(C)C)C (iBMA). RXN SMILES: [C:1](OCC(C)C)(=O)[C:2](C)=[CH2:3].[C:11]([O:16][CH2:17][CH2:18][CH2:19][CH3:20])(=[O:15])[C:12]([CH3:14])=[CH2:13].C(OCCCC)(=O)C=C.[C:30](O)(=O)[CH:31]=[CH2:32].C1C(C(OOC(C)(C)C)=O)=CC=CC=1>CCCCOCCO.C(O)(C)C>[CH3:13][C:12]([C:11]([O:16][CH:17]1[C@@:31]2([CH3:32])[C:2]([CH3:3])([CH3:1])[C@H:19]([CH2:20][CH2:30]2)[CH2:18]1)=[O:15])=[CH2:14]. Reported procedure: One hundred twenty-five parts of butyl Cellosolve is heated to 150° C. and a monomer mix consisting of 200 parts of isobutyl methacrylate, 137.5 parts of n-butyl methacrylate, 50 parts of n-butyl acrylate, 62.5 parts of acrylic acid and 50 parts of methacryloxyethyl esters of linseed oil fatty acids and an initiator solution consisting of 1.5 parts of t-butyl perbenzoate dissolved in 10 parts of butyl Cellosolve are added to the 150° C. solvent over three hours at a constant rate. Reaction tempe...